This data is from the Open Reaction Database (ORD), a public repository of structured organic reaction records. The task is: describe an organic reaction: reactants, conditions, products, and yield The reactants are CC(NC(=O)OC(C)(C)C)C(=O)NC1CC(=O)OC1OCc1ccccc1, CCN=C=NCCCN(C)C, CCN(C(C)C)C(C)C, ClCCl, Cl, CN(C)C=O, O=C(O)C(F)(F)F, Oc1cccc2[nH]nnc12, O=C(O)c1nc(CCCc2ccccc2)c[nH]1. The product is CC(NC(=O)c1nc(CCCc2ccccc2)c[nH]1)C(=O)NC1CC(=O)OC1OCc1ccccc1. As a reaction SMILES: [C:8]([O:9][C:13](=[O:14])[NH:15][CH:16]([CH3:17])[C:18](=[O:19])[NH:20][CH:21]1[CH:22]([O:27][CH2:28][c:29]2[cH:30][cH:31][cH:32][cH:33][cH:34]2)[O:23][C:24](=[O:26])[CH2:25]1)([CH3:10])([CH3:11])[CH3:12].[CH3:62][N:63]([CH3:64])[CH2:65][CH2:66][CH2:67][N:68]=[C:69]=[N:70][CH2:71][CH3:72].[CH:35]([N:36]([CH:37]([CH3:38])[CH3:39])[CH2:40][CH3:41])([CH3:42])[CH3:43].[Cl:83][CH2:84][Cl:85].[ClH:61].[O:86]=[CH:87][N:88]([CH3:89])[CH3:90].[OH:1][C:2]([C:3]([F:4])([F:5])[F:6])=[O:7].[OH:73][c:74]1[c:75]2[n:76][n:77][nH:78][c:79]2[cH:80][cH:81][cH:82]1.[c:44]1([CH2:50][CH2:51][CH2:52][c:53]2[n:54][c:55]([C:58]([OH:59])=[O:60])[nH:56][cH:57]2)[cH:45][cH:46][cH:47][cH:48][cH:49]1>>[C:13](=[O:14])([NH:15][CH:16]([CH3:17])[C:18](=[O:19])[NH:20][CH:21]1[CH:22]([O:27][CH2:28][c:29]2[cH:30][cH:31][cH:32][cH:33][cH:34]2)[O:23][C:24](=[O:26])[CH2:25]1)[c:55]1[n:54][c:53]([CH2:52][CH2:51][CH2:50][c:44]2[cH:45][cH:46][cH:47][cH:48][cH:49]2)[cH:57][nH:56]1. Starting materials: C1(C=2C(C(N1CCCCC=1OC3=C(C1)C=CC(=C3)C(=O)OCC)=O)=CC=CC2)=O (ethyl 2-(4-phthalimidobutyl)-benzofuran-6-carboxylate), O.NN (hydrazine hydrate). The solvent is C(C)O (ethanol). The product is NCCCCC=1OC2=C(C1)C=CC(=C2)C(=O)OCC (ethyl 2-(4-aminobutyl)benzofuran-6-carboxylate). RXN SMILES: C1(=O)[N:5]([CH2:6][CH2:7][CH2:8][CH2:9][C:10]2[O:11][C:12]3[CH:18]=[C:17]([C:19]([O:21][CH2:22][CH3:23])=[O:20])[CH:16]=[CH:15][C:13]=3[CH:14]=2)C(=O)C2=CC=CC=C12.O.NN>C(O)C>[NH2:5][CH2:6][CH2:7][CH2:8][CH2:9][C:10]1[O:11][C:12]2[CH:18]=[C:17]([C:19]([O:21][CH2:22][CH3:23])=[O:20])[CH:16]=[CH:15][C:13]=2[CH:14]=1 |f:1.2|. Procedure details: A solution of ethyl 2-(4-phthalimidobutyl)-benzofuran-6-carboxylate (3.9 g., 0.01 mole) and hydrazine hydrate (0.55 g., 0.011 mole) in ethanol (20 ml.) is heated at 60° C. for 8 hours. The solvent is evaporated at reduced pressure. The solid residue is treated with water and 5 N sodium hydroxide solution and then is extracted with chloroform. The evaporation of the solvent from the organic extract provides ethyl 2-(4-aminobutyl)benzofuran-6-carboxylate. Reactants: ice, BrC1=C(C2=C(OCC(N2)=O)C(=C1)F)C (6-bromo-8-fluoro-5-methyl-2H-benzo[b][1,4]oxazin-3(4H)-one), B (borane). Run in O1CCCC1 (Tetrahydrofuran), O1CCCC1 (THF). Reaction conditions: time 150 minute. The product is BrC1=C(C2=C(OCCN2)C(=C1)F)C (6-bromo-8-fluoro-5-methyl-3,4-dihydro-2H-benzo[b][1,4]oxazine). Yield: 93.3%. RXN SMILES: [Br:1][C:2]1[CH:12]=[C:11]([F:13])[C:5]2[O:6][CH2:7][C:8](=O)[NH:9][C:4]=2[C:3]=1[CH3:14].B>O1CCCC1>[Br:1][C:2]1[CH:12]=[C:11]([F:13])[C:5]2[O:6][CH2:7][CH2:8][NH:9][C:4]=2[C:3]=1[CH3:14]. Reported procedure: An ice cold mixture of 6-bromo-8-fluoro-5-methyl-2H-benzo[b][1,4]oxazin-3(4H)-one (510 mg, 1.961 mmol) in Tetrahydrofuran (THF) (8 mL) was treated with borane 1M in THF (2.94 mL, 2.94 mmol) (1.5 eq) and then stirred at ambient temperature for 150 minutes. The mixture was cooled to 0° C. and then quenched slowly with 1N NaOH (5 mL×10). The mixture was extracted with ethyl acetate, washed with 1N NaOH, dried over sodium sulfate, filtered and then concentrated to afford 6-bromo-8-fluoro-5-methyl-3,... Reactants: C=C[Sn](CCCC)(CCCC)CCCC, CO, CN1CCCC1=O, ClC(Cl)Cl, [Cl-], O=[N+]([O-])c1ccc(Cl)cc1F, [Li+], c1coc(P(c2ccco2)c2ccco2)c1. Yields the product C=Cc1ccc([N+](=O)[O-])c(F)c1. Reaction SMILES: [CH2:12]([CH2:13][CH2:25][CH3:26])[Sn:14]([CH2:15][CH2:16][CH2:17][CH3:18])([CH2:19][CH2:20][CH2:21][CH3:22])[CH:23]=[CH2:24].[CH3:45][OH:46].[CH3:51][N:52]1[CH2:53][CH2:54][CH2:55][C:56]1=[O:57].[CH:47]([Cl:48])([Cl:49])[Cl:50].[Cl-:44].[Cl:1][c:2]1[cH:3][c:4]([F:11])[c:5]([N+:8](=[O:9])[O-:10])[cH:6][cH:7]1.[Li+:43].[o:27]1[cH:28][cH:29][cH:30][c:31]1[P:32]([c:33]1[o:34][cH:35][cH:36][cH:37]1)[c:38]1[o:39][cH:40][cH:41][cH:42]1>>[c:2]1([CH:12]=[CH2:13])[cH:3][c:4]([F:11])[c:5]([N+:8](=[O:9])[O-:10])[cH:6][cH:7]1.